describe an organic reaction: reactants, conditions, products, and yield From a dataset of the Open Reaction Database (ORD), a public repository of structured organic reaction records. Reactants: C=1C=CC2=C(C1)N=NN2O (HOBT), CC(C)(C)OC(=O)N[C@@H](CCC(=O)N)C(=O)OC1=CC=C(C=C1)[N+](=O)[O-] (BOC-Gln-ONP), N[C@@H](CC(OCC1=CC=CC=C1)=O)C(=O)O (H-Asp(OBzl)-OH), CN1CCOCC1 (NMM), CN1CCOCC1 (NMM). Run in CN(C)C=O (DMF), CN(C)C=O (DMF). Run at time 8 hour. The product is N([C@@H](CCC(N)=O)C(=O)N[C@@H](CC(OC(=O)C1=CC=CC=C1)=O)C(=O)O)C(=O)OC(C)(C)C (BOC-Gln-Asp(OBz)-OH). Isolated yield 462.1%. RXN SMILES: [NH2:1][C@H:2]([C:14]([OH:16])=[O:15])[CH2:3][C:4](=[O:13])[O:5][CH2:6][C:7]1[CH:12]=[CH:11][CH:10]=[CH:9][CH:8]=1.C1C=CC2N([OH:26])N=NC=2C=1.[CH3:27][C:28]([O:31][C:32]([NH:34][C@H:35]([C:41](OC1C=CC([N+]([O-])=O)=CC=1)=[O:42])[CH2:36][CH2:37][C:38]([NH2:40])=[O:39])=[O:33])([CH3:30])[CH3:29].CN1CCOCC1>CN(C=O)C>[NH:34]([C:32]([O:31][C:28]([CH3:30])([CH3:29])[CH3:27])=[O:33])[C@H:35]([C:41]([NH:1][C@H:2]([C:14]([OH:16])=[O:15])[CH2:3][C:4](=[O:13])[O:5][C:6]([C:7]1[CH:8]=[CH:9][CH:10]=[CH:11][CH:12]=1)=[O:26])=[O:42])[CH2:36][CH2:37][C:38](=[O:39])[NH2:40]. Reported procedure: H-Asp(OBzl)-OH (33.48 g, 150 mM) was suspended in DMF (400 ml). HOBT (2.03 g, 15 mM), BOC-Gln-ONP (55.10 g, 150 mM) and DMF (100 ml) were added thereto. The reaction mixture was adjusted to pH 7 by adding NMM (2 ml) at -10° C. and the mixture was stirred at room temperature overnight. The pH of the mixture was adjusted three times to pH 7 by adding NMM (16 ml). After the reaction (pH 6), the DMF was removed in vacuo. A citric acid solution (300 ml) and chloroform (300 ml) were added thereto and ... Reactants: N1=CC(=CC=C1)S(=O)(=O)N (3-pyridinesulfonamide), C[Al](C)C (trimethylaluminum), CC1=NC(=NC(=C1)C)NC(OC)=O (methyl (4,6-dimethylpyrimidin-2-yl)carbamate), C (methane). Run in C(Cl)Cl (methylene chloride), C(C)(=O)O (acetic acid). Reaction conditions: time 66 hour. Product: CC1=NC(=NC(=C1)C)NC(=O)NS(=O)(=O)C=1C=NC=CC1 (N-[(4,6-dimethylpyrimidin-2-yl)aminocarbonyl]-3-pyridinesulfonamide). Reaction SMILES: [N:1]1[CH:6]=[CH:5][CH:4]=[C:3]([S:7]([NH2:10])(=[O:9])=[O:8])[CH:2]=1.C[Al](C)C.C.[CH3:16][C:17]1[CH:22]=[C:21]([CH3:23])[N:20]=[C:19]([NH:24][C:25](=O)[O:26]C)[N:18]=1>C(Cl)Cl.C(O)(=O)C>[CH3:16][C:17]1[CH:22]=[C:21]([CH3:23])[N:20]=[C:19]([NH:24][C:25]([NH:10][S:7]([C:3]2[CH:2]=[N:1][CH:6]=[CH:5][CH:4]=2)(=[O:9])=[O:8])=[O:26])[N:18]=1. Procedure details: To a slurry of 3-pyridinesulfonamide (1 m mole) in methylene chloride is added 2 m mole of trimethylaluminum. Following methane evolution, the reaction mixture becomes homogeneous, whereupon 1 m mole of methyl (4,6-dimethylpyrimidin-2-yl)carbamate is added, and stirring is continued for 66 hours. Aqueous acetic acid is added and the product is extracted into methylene chloride. The solvent is evaporated and the product is isolated by trituration on chromatography. Reactants: CC=1N(C(C(=NC1)C(=O)OC)=O)C1=CC(=CC=C1)C(F)(F)F (Methyl 5-methyl-3-oxo-4-[3-(trifluoromethyl)phenyl]-3,4-dihydropyrazine-2-carboxylate), CN (methylamine). Reaction conditions: temperature 50 celsius, time 30 minute. Product: CNC(=O)C1=NC=C(N(C1=O)C1=CC(=CC=C1)C(F)(F)F)C (N,5-dimethyl-3-oxo-4-[3-(trifluoromethyl)phenyl]-3,4-dihydropyrazine-2-carboxamide). Isolated yield 73.0%. As a reaction SMILES: [CH3:1][C:2]1[N:3]([C:13]2[CH:18]=[CH:17][CH:16]=[C:15]([C:19]([F:22])([F:21])[F:20])[CH:14]=2)[C:4](=[O:12])[C:5]([C:8](OC)=[O:9])=[N:6][CH:7]=1.[CH3:23][NH2:24]>>[CH3:23][NH:24][C:8]([C:5]1[C:4](=[O:12])[N:3]([C:13]2[CH:18]=[CH:17][CH:16]=[C:15]([C:19]([F:22])([F:20])[F:21])[CH:14]=2)[C:2]([CH3:1])=[CH:7][N:6]=1)=[O:9]. Procedure details: Methyl 5-methyl-3-oxo-4-[3-(trifluoromethyl)phenyl]-3,4-dihydropyrazine-2-carboxylate (0.11 g, 0.35 mmol) was dissolved in a solution of methylamine (33% in ethanol, 5 ml) in a vial. The vial was sealed and heated with stirring at 50° C. for 30 minutes. The volatiles were removed in vacuo giving a crude product which was purified for analytical purposes on preparative HPLC to give 0.079 g (73%) of N,5-dimethyl-3-oxo-4-[3-(trifluoromethyl)phenyl]-3,4-dihydropyrazine-2-carboxamide as a solid. Reactants: C(C)(C)(C)C1=CC=C(OC2=CC=C3C=C(N=C(C3=C2)CC2CCCC2)C(=O)O)C=C1 (7-(4-tert-Butyl-phenoxy)-1-cyclopentylmethyl-isoquinoline-3-carboxylic acid), Cl.COC([C@@H](CC1=CSC=C1)N)=O ((2R)-amino-3-thiophen-3-yl-propionic acid methyl ester HCl), ester. Yields the product C(C)(C)(C)C1=CC=C(OC2=CC=C3C=C(N=C(C3=C2)CC2CCCC2)C(=O)N[C@@H](C(=O)O)CC2=CSC=C2)C=C1 ((2R)-{[7-(4-tert-Butyl-phenoxy)-1-cyclopentylmethyl-isoquinoline-3-carbonyl]-amino}-3-thiophen-3-yl-propionic acid). Isolated yield 94.9%. RXN SMILES: [C:1]([C:5]1[CH:30]=[CH:29][C:8]([O:9][C:10]2[CH:19]=[C:18]3[C:13]([CH:14]=[C:15]([C:26](O)=[O:27])[N:16]=[C:17]3[CH2:20][CH:21]3[CH2:25][CH2:24][CH2:23][CH2:22]3)=[CH:12][CH:11]=2)=[CH:7][CH:6]=1)([CH3:4])([CH3:3])[CH3:2].Cl.C[O:33][C:34](=[O:43])[C@H:35]([NH2:42])[CH2:36][C:37]1[CH:41]=[CH:40][S:39][CH:38]=1>>[C:1]([C:5]1[CH:30]=[CH:29][C:8]([O:9][C:10]2[CH:19]=[C:18]3[C:13]([CH:14]=[C:15]([C:26]([NH:42][C@H:35]([CH2:36][C:37]4[CH:41]=[CH:40][S:39][CH:38]=4)[C:34]([OH:33])=[O:43])=[O:27])[N:16]=[C:17]3[CH2:20][CH:21]3[CH2:22][CH2:23][CH2:24][CH2:25]3)=[CH:12][CH:11]=2)=[CH:7][CH:6]=1)([CH3:4])([CH3:2])[CH3:3] |f:1.2|. Reported procedure: 50 mg (0.12 mmol) of 7-(4-tert-butyl-phenoxy)-1-cyclopentylmethyl-isoquinoline-3-carboxylic acid (Example 419) was reacted with (2R)-amino-3-thiophen-3-yl-propionic acid methyl ester HCl (28.1 mg, 0.14 mmol) as described in general procedure A. The resulting ester was hydrolyzed as described in general procedure C to afford 63.4 mg of the title compound as a white solid. Reactants: CC(C)O, O=C(O)c1ccc(C2CC2)c(OCC2CC2)n1, NC(=O)C(N)C1CC1. The product is NC(=O)C(NC(=O)c1ccc(C2CC2)c(OCC2CC2)n1)C1CC1. RXN SMILES: [CH3:26][CH:27]([OH:28])[CH3:29].[CH:1]1([c:4]2[cH:5][cH:6][c:7]([C:15](=[O:16])[OH:17])[n:8][c:9]2[O:10][CH2:11][CH:12]2[CH2:13][CH2:14]2)[CH2:2][CH2:3]1.[NH2:18][CH:19]([C:20](=[O:21])[NH2:22])[CH:23]1[CH2:24][CH2:25]1>>[CH:1]1([c:4]2[cH:5][cH:6][c:7]([C:15](=[O:17])[NH:18][CH:19]([C:20](=[O:21])[NH2:22])[CH:23]3[CH2:24][CH2:25]3)[n:8][c:9]2[O:10][CH2:11][CH:12]2[CH2:13][CH2:14]2)[CH2:2][CH2:3]1. Starting materials: C(C)(C)(C)OC(=O)N1C(=CC2=CC(=CC=C12)O[Si](C)(C)C(C)(C)C)C=1C2=C(N(N1)C(=O)OC(C)(C)C)C=CS2 (2-(1-tert-butoxycarbonyl-1H-thieno[3,2-c]pyrazol-3-yl)-5-(tert-butyl-dimethyl-silanoxy)-indole-1-carboxylic acid tert-butyl ester), CCCC[N+](CCCC)(CCCC)CCCC.[F-] (TBAF). The solvent is O1CCCC1 (tetrahydrofuran). Run at temperature 0 celsius, time 30 minute. The product is C(C)(C)(C)OC(=O)N1C(=CC2=CC(=CC=C12)O)C=1C2=C(N(N1)C(=O)OC(C)(C)C)C=CS2 (2-(1-tert-butoxycarbonyl-1H-thieno[3,2-c]pyrazol-3-yl)-5-hydroxy-indole-1-carboxylic acid tert-butyl ester). Yield: 80.4%. As a reaction SMILES: [C:1]([O:5][C:6]([N:8]1[C:16]2[C:11](=[CH:12][C:13]([O:17][Si](C(C)(C)C)(C)C)=[CH:14][CH:15]=2)[CH:10]=[C:9]1[C:25]1[C:26]2[S:39][CH:38]=[CH:37][C:27]=2[N:28]([C:30]([O:32][C:33]([CH3:36])([CH3:35])[CH3:34])=[O:31])[N:29]=1)=[O:7])([CH3:4])([CH3:3])[CH3:2].CCCC[N+](CCCC)(CCCC)CCCC.[F-]>O1CCCC1>[C:1]([O:5][C:6]([N:8]1[C:16]2[C:11](=[CH:12][C:13]([OH:17])=[CH:14][CH:15]=2)[CH:10]=[C:9]1[C:25]1[C:26]2[S:39][CH:38]=[CH:37][C:27]=2[N:28]([C:30]([O:32][C:33]([CH3:36])([CH3:35])[CH3:34])=[O:31])[N:29]=1)=[O:7])([CH3:4])([CH3:2])[CH3:3] |f:1.2|. Reported procedure: To a solution of 2-(1-tert-butoxycarbonyl-1H-thieno[3,2-c]pyrazol-3-yl)-5-(tert-butyl-dimethyl-silanoxy)-indole-1-carboxylic acid tert-butyl ester (320 mg, 0.56 mmol, Example 5C) in tetrahydrofuran (5 mL) at 0° C. is added TBAF (1.0 M in tetrahydrofuran, 0.67 mL, 0.67 mmol). The solution is stirred at 0° C. for 30 minutes. The solvent is then removed and the residue is chromatographed through silica gel (dichloromethane-ethyl acetate, 95:05 to 90:10 as eluant) to produce 205 mg (80%) 2-(1-tert-b... The reactants are [Al+3], C1CCOC1, CC=C(CC)C(C)(C)C(=O)OCC, [H-], [H-], [H-], [H-], [Li+]. The product is CC=C(CC)C(C)(C)CO. RXN SMILES: [Al+3:15].[CH2:20]1[O:21][CH2:22][CH2:23][CH2:24]1.[CH3:1][C:2]([C:3](=[O:4])[O:5][CH2:6][CH3:7])([C:8](=[CH:9][CH3:10])[CH2:11][CH3:12])[CH3:13].[H-:14].[H-:17].[H-:18].[H-:19].[Li+:16]>>[CH3:1][C:2]([CH2:3][OH:4])([C:8](=[CH:9][CH3:10])[CH2:11][CH3:12])[CH3:13]. Starting materials: CN1N=C(C(=C1C(=O)N)[N+](=O)[O-])C (1,3-Dimethyl-4-nitro-5-pyrazolecarboxamide), F[B-](F)(F)F.C(C)[O+](CC)CC (triethyloxonium fluoroborate), C(CN)N (ethylenediamine). Run in C(Cl)Cl (methylenedichloride). Reaction conditions: temperature 20 celsius, time 6 hour. Yields the product CN1N=C(C(=C1C=1NCCN1)[N+](=O)[O-])C (2-(1,3-dimethyl-4-nitro-5-pyrazolyl)imidazoline). Isolated yield 28.7%. Reaction SMILES: [CH3:1][N:2]1[C:6]([C:7]([NH2:9])=O)=[C:5]([N+:10]([O-:12])=[O:11])[C:4]([CH3:13])=[N:3]1.F[B-](F)(F)F.C([O+](CC)CC)C.[CH2:26](N)[CH2:27][NH2:28]>C(Cl)Cl>[CH3:1][N:2]1[C:6]([C:7]2[NH:28][CH2:27][CH2:26][N:9]=2)=[C:5]([N+:10]([O-:12])=[O:11])[C:4]([CH3:13])=[N:3]1 |f:1.2|. Reported procedure: 1,3-Dimethyl-4-nitro-5-pyrazolecarboxamide (28 g, 0.15 mol) is added to a solution of 38 g (0.2 mol) of triethyloxonium fluoroborate in 250 ml of methylenedichloride. The mixture is stirred at 20° C. for six hours and evaporated in vacuo. The residue is dissolved in 200 ml of absolute ethanol and 18 g (0.3 mol) of ethylenediamine is added. The yellow solution is stirred overnight at 20° C. and the solvent is evaporated in vacuo. The residue is stirred in 300 ml of 2N hydrochloric acid and filter...